describe an organic reaction: reactants, conditions, products, and yield From a dataset of the Open Reaction Database (ORD), a public repository of structured organic reaction records. The reactants are C(C)(=O)O[C@H]1[C@H](OC=2C=NC(=CC2)Br)SC[C@H]([C@@H]1OC(C)=O)OC(C)=O (6-bromo-3-pyridinyl 2,3,4-tri-O-acetyl-5-thio-β-D-xylopyranoside), IV, COC1=CC=C(C=N1)B(O)O (6-methoxy-3-pyridineboronic acid). Product: C(C)(=O)O[C@H]1[C@H](OC=2C=NC(=CC2)C=2C=NC(=CC2)OC)SC[C@H]([C@@H]1OC(C)=O)OC(C)=O (6-(6-Methoxy-3-pyridinyl)-3-pyridinyl 2,3,4-tri-O-acetyl-5-thio-β-D-xylo-pyranoside), solid. Isolated yield 65.0%. Reaction SMILES: [C:1]([O:4][C@@H:5]1[C@@H:18]([O:19][C:20](=[O:22])[CH3:21])[C@H:17]([O:23][C:24](=[O:26])[CH3:25])[CH2:16][S:15][C@H:6]1[O:7][C:8]1[CH:9]=[N:10][C:11](Br)=[CH:12][CH:13]=1)(=[O:3])[CH3:2].[CH3:27][O:28][C:29]1[N:34]=[CH:33][C:32](B(O)O)=[CH:31][CH:30]=1>>[C:1]([O:4][C@@H:5]1[C@@H:18]([O:19][C:20](=[O:22])[CH3:21])[C@H:17]([O:23][C:24](=[O:26])[CH3:25])[CH2:16][S:15][C@H:6]1[O:7][C:8]1[CH:9]=[N:10][C:11]([C:32]2[CH:33]=[N:34][C:29]([O:28][CH3:27])=[CH:30][CH:31]=2)=[CH:12][CH:13]=1)(=[O:3])[CH3:2]. Reported procedure: By carrying out the operation analogously to example 1, starting from 6-bromo-3-pyridinyl 2,3,4-tri-O-acetyl-5-thio-β-D-xylopyranoside, obtained according to preparation IV, and 6-methoxy-3-pyridineboronic acid, the desired product is obtained in the form of a white solid (yield=65%). Starting materials: ClC=1C=C(C=CC1OC(C)C)C1=NC(=NO1)C=1C=CC=C2C(=CN(C12)C)/C=C/C(=O)OCC (ethyl (2E)-3-[7-(5-{3-chloro-4-[(1-methylethyl)oxy]phenyl}-1,2,4-oxadiazol-3-yl)-1-methyl-1H-indol-3-yl]-2-propenoate), [OH-].[Na+] (NaOH), Cl (HCl). Solvent: C1CCOC1 (THF). Reaction conditions: temperature 60 celsius, time 24 hour. The product is ClC=1C=C(C=CC1OC(C)C)C1=NC(=NO1)C=1C=CC=C2C(=CN(C12)C)/C=C/C(=O)O ((2E)-3-[7-(5-{3-chloro-4-[(1-methylethyl)oxy]phenyl}-1,2,4-oxadiazol-3-yl)-1-methyl-1H-indol-3-yl]-2-propenoic acid). Isolated yield 79.8%. Reaction SMILES: [Cl:1][C:2]1[CH:3]=[C:4]([C:12]2[O:16][N:15]=[C:14]([C:17]3[CH:18]=[CH:19][CH:20]=[C:21]4[C:25]=3[N:24]([CH3:26])[CH:23]=[C:22]4/[CH:27]=[CH:28]/[C:29]([O:31]CC)=[O:30])[N:13]=2)[CH:5]=[CH:6][C:7]=1[O:8][CH:9]([CH3:11])[CH3:10].[OH-].[Na+].Cl>C1COCC1>[Cl:1][C:2]1[CH:3]=[C:4]([C:12]2[O:16][N:15]=[C:14]([C:17]3[CH:18]=[CH:19][CH:20]=[C:21]4[C:25]=3[N:24]([CH3:26])[CH:23]=[C:22]4/[CH:27]=[CH:28]/[C:29]([OH:31])=[O:30])[N:13]=2)[CH:5]=[CH:6][C:7]=1[O:8][CH:9]([CH3:10])[CH3:11] |f:1.2|. Reported procedure: To a solution of ethyl (2E)-3-[7-(5-{3-chloro-4-[(1-methylethyl)oxy]phenyl}-1,2,4-oxadiazol-3-yl)-1-methyl-1H-indol-3-yl]-2-propenoate (D62) (40 mg) in THF (5 mL) was added aqueous NaOH (2 M, 1 mL). The reaction was stirred at 60° C. for 24 h. The mixture was cooled to room temperature and acidified with aqueous HCl (2 M) to pH 4-5, partitioned between ethyl acetate (25 mL) and water (25 mL). The organic phase was washed with water (25 mL) and brine (25 mL), dried over anhydrous sodium sulphate ... As a reaction SMILES: C(OC([N:8]1[CH2:17][CH2:16][C:15]2[C:11](=[C:12](OS(C(F)(F)F)(=O)=O)[N:13]([CH:18]3[CH2:21][CH2:20][CH2:19]3)[N:14]=2)[CH2:10][CH2:9]1)=O)(C)(C)C.[F:30][C:31]1[CH:36]=[CH:35][C:34](B(O)O)=[CH:33][CH:32]=1>>[CH:18]1([N:13]2[C:12]([C:34]3[CH:35]=[CH:36][C:31]([F:30])=[CH:32][CH:33]=3)=[C:11]3[C:15]([CH2:16][CH2:17][NH:8][CH2:9][CH2:10]3)=[N:14]2)[CH2:19][CH2:20][CH2:21]1. The yield is 94.9%. Yields the product C1(CCC1)N1N=C2CCNCCC2=C1C1=CC=C(C=C1)F (2-Cyclobutyl-3-(4-fluoro-phenyl)-2,4,5,6,7,8-hexahydro-1,2,6-triaza-azulene). Reported procedure: The title compound (122 mg) was prepared according to Example 263 using 198 mg of 2-cyclobutyl-3-trifluoromethanesulfonyloxy-4,5,7,8-tetrahydro-2H-1,2,6-triaza-azulene-6-carboxylic acid tert-butyl ester (Example 276, Step A) and 88 mg of 4-fluorophenylboronic acid. MS (ESI): exact mass calculated for C17H20FN3, 285.16. found, m/z 286.4 [M+H]+. 1H NMR (500 MHz, CD3OD): 7.35-7.27 (m, 4H), 4.65-4.59 (m, 2H), 3.95-3.3.40 (m, 2H), 3.32-3.05 (m, 3H), 3.00-2.75 (m, 2H), 2.67-2.59 (m, 2H), 2.29-2.23 (m,... Starting materials: C(C)(C)(C)OC(=O)N1CCC2=C(N(N=C2CC1)C1CCC1)OS(=O)(=O)C(F)(F)F (2-cyclobutyl-3-trifluoromethanesulfonyloxy-4,5,7,8-tetrahydro-2H-1,2,6-triaza-azulene-6-carboxylic acid tert-butyl ester), FC1=CC=C(C=C1)B(O)O (4-fluorophenylboronic acid). The reactants are C(C)C=1OC2=C(C1C)C=CC=C2C(CO)N(CC)CC (2-ethyl-3-methyl-7-(1-diethylamino-2-hydroxyethyl)benzofuran), solution, Cl (hydrochloric acid). Run in C(C)(C)O (isopropanol). Yields the product Cl.C(C)C=1OC2=C(C1C)C=CC=C2C(CO)N(CC)CC (2-ethyl-3-methyl-7-(1-diethylamino-2-hydroxyethyl)benzofuran hydrochloride). Reaction SMILES: [CH2:1]([C:3]1[O:4][C:5]2[C:12]([CH:13]([N:16]([CH2:19][CH3:20])[CH2:17][CH3:18])[CH2:14][OH:15])=[CH:11][CH:10]=[CH:9][C:6]=2[C:7]=1[CH3:8])[CH3:2].[ClH:21]>C(O)(C)C>[ClH:21].[CH2:1]([C:3]1[O:4][C:5]2[C:12]([CH:13]([N:16]([CH2:19][CH3:20])[CH2:17][CH3:18])[CH2:14][OH:15])=[CH:11][CH:10]=[CH:9][C:6]=2[C:7]=1[CH3:8])[CH3:2] |f:3.4|. Procedure: 0.79 g (2.86 mmol) of 2-ethyl-3-methyl-7-(1-diethylamino-2-hydroxyethyl)benzofuran and 50 ml of a 0.1N solution of hydrochloric acid in isopropanol are placed in 100 ml round-bottomed flask. The salt is concentrated under vacuum. 0.29 g of 2-ethyl-3-methyl-7-(1-diethylamino-2-hydroxyethyl)benzofuran hydrochloride is obtained in the form of a white wax. Reactants: NC1=NC(=C2N=CN(C2=N1)[C@H]1[C@@H](OC(CCCC)=O)[C@H](O[Si](C)(C)C(C)(C)C)[C@H](O1)CO[Si](C)(C)C(C)(C)C)OC (2-Amino-9-(3,5-di-O-tert-butyldimethylsilyl-2-O-valeryl-β- D-arabinofuranosyl)-6-methoxy-9H-purine), CC(=O)C (acetone), solution, C(C)(=O)O (Acetic acid), [F-].C(CCC)[N+](CCCC)(CCCC)CCCC (tetrabutylammonium fluoride). Solvent: C(Cl)(Cl)Cl (CHCl3), O1CCCC1 (THF), C(Cl)(Cl)Cl (CHCl3), O1CCCC1 (tetrahydrofuran). Conditions: temperature 5 celsius, time 18 hour. The product is NC1=NC(=C2N=CN(C2=N1)[C@H]1[C@@H](OC(CCCC)=O)[C@H](O)[C@H](O1)CO)OC (2-Amino-6-methoxy-9-(2-O-valeryl-β-D-arabinofuranosyl)-9H-purine). Isolated yield 82.1%. As a reaction SMILES: [NH2:1][C:2]1[N:10]=[C:9]2[C:5]([N:6]=[CH:7][N:8]2[C@@H:11]2[O:30][C@H:29]([CH2:31][O:32][Si](C(C)(C)C)(C)C)[C@@H:20]([O:21][Si](C(C)(C)C)(C)C)[C@@H:12]2[O:13][C:14](=[O:19])[CH2:15][CH2:16][CH2:17][CH3:18])=[C:4]([O:40][CH3:41])[N:3]=1.C(O)(=O)C.[F-].C([N+](CCCC)(CCCC)CCCC)CCC.CC(C)=O>O1CCCC1.C(Cl)(Cl)Cl>[NH2:1][C:2]1[N:10]=[C:9]2[C:5]([N:6]=[CH:7][N:8]2[C@@H:11]2[O:30][C@H:29]([CH2:31][OH:32])[C@@H:20]([OH:21])[C@@H:12]2[O:13][C:14](=[O:19])[CH2:15][CH2:16][CH2:17][CH3:18])=[C:4]([O:40][CH3:41])[N:3]=1 |f:2.3|. Reported procedure: 2-Amino-9-(3,5-di-O-tert-butyldimethylsilyl-2-O-valeryl-β- D-arabinofuranosyl)-6-methoxy-9H-purine (1.4 g, 2.3 mmol) was taken up in tetrahydrofuran (THF, 40 mL) and cooled in an ice bath to 5° C. Acetic acid (0.06 mL, 10 mmol) was added, followed by tetrabutylammonium fluoride (TBAF) as a 1M solution in THF (10 mL, 10 mmol). After 18 hours at 5° C., the reaction mixture was diluted with CHCl3 (40 mL) and passed through a pad of silica gel (230-400 mesh, 5×5 cm) with 1:1 acetone:CHCl3 (500 mL). ... Reactants: CO, O=Cc1ccco1, CC(C)(S)C(N)C(=O)O. The product is CC1(C)SC(c2ccco2)NC1C(=O)O. Reaction SMILES: [CH3:17][OH:18].[CH:1]([c:2]1[cH:3][cH:4][cH:5][o:6]1)=[O:7].[NH2:8][CH:9]([C:10]([CH3:11])([CH3:12])[SH:13])[C:14](=[O:15])[OH:16]>>[CH:1]1([c:2]2[cH:3][cH:4][cH:5][o:6]2)[NH:8][CH:9]([C:14](=[O:15])[OH:16])[C:10]([CH3:11])([CH3:12])[S:13]1. Starting materials: C1(=CC=CC=C1)CCS(=O)(=O)N (2-phenylethanesulfonamide), ClS(=O)(=O)O (chlorosulfonic acid), ice water. Reaction conditions: time 90 minute. Product: S(N)(=O)(=O)CCC1=CC=C(C=C1)S(=O)(=O)Cl (4-(2-Sulfamoylethyl)benzenesulfonyl chloride). The yield is 77.2%. RXN SMILES: [C:1]1([CH2:7][CH2:8][S:9]([NH2:12])(=[O:11])=[O:10])[CH:6]=[CH:5][CH:4]=[CH:3][CH:2]=1.[Cl:13][S:14](O)(=[O:16])=[O:15]>>[S:9]([CH2:8][CH2:7][C:1]1[CH:2]=[CH:3][C:4]([S:14]([Cl:13])(=[O:16])=[O:15])=[CH:5][CH:6]=1)(=[O:10])(=[O:11])[NH2:12]. Procedure details: 1.3 g (7.3 mmol) of 2-phenylethanesulfonamide was added to 2.4 g (36.5 mmol) of chlorosulfonic acid under ice-cooling over 20 minutes, followed by stirring at room temperature for further 90 minutes. The reaction mixture solution was poured into ice-water, and then extracted with ethyl acetate. The extract was successively washed with an aqueous saturated sodium bicarbonate and brine, and dried over magnesium sulfate. The solvent was evaporated, to give 1.6 g of the title compound. The reactants are C([O-])(O)=O.[Na+] (sodium bicarbonate), ClC1=CC(=C(C(=O)O)C=C1)OCC(=O)N(C)C (4-Chloro-2-[2-(dimethylamino)-2-oxoethoxy]benzoic acid), C(=O)(N1C=NC=C1)N1C=NC=C1 (1,1′-carbonyldiimidazole), NCCN1CCN(CC1)C(=O)OC(C)(C)C (tert-Butyl 4-(2-aminoethyl)-1-piperazinecarboxylate). Run in ClCCl (Dichloromethane), CN(C=O)C (N,N-dimethylformamide). Reaction conditions: time 1 hour. Yields the product ClC1=CC(=C(C(=O)NCCN2CCN(CC2)C(=O)OC(C)(C)C)C=C1)OCC(=O)N(C)C (tert-Butyl 4-[2-({4-chloro-2-[2-(dimethylamino)-2-oxoethoxy]benzoyl}amino)ethyl]-1-piperazinecarboxylate). Yield: 48.7%. RXN SMILES: [Cl:1][C:2]1[CH:10]=[CH:9][C:5]([C:6]([OH:8])=O)=[C:4]([O:11][CH2:12][C:13]([N:15]([CH3:17])[CH3:16])=[O:14])[CH:3]=1.C(N1C=CN=C1)(N1C=CN=C1)=O.[NH2:30][CH2:31][CH2:32][N:33]1[CH2:38][CH2:37][N:36]([C:39]([O:41][C:42]([CH3:45])([CH3:44])[CH3:43])=[O:40])[CH2:35][CH2:34]1.C(=O)(O)[O-].[Na+]>CN(C)C=O.ClCCl>[Cl:1][C:2]1[CH:10]=[CH:9][C:5]([C:6]([NH:30][CH2:31][CH2:32][N:33]2[CH2:38][CH2:37][N:36]([C:39]([O:41][C:42]([CH3:45])([CH3:44])[CH3:43])=[O:40])[CH2:35][CH2:34]2)=[O:8])=[C:4]([O:11][CH2:12][C:13]([N:15]([CH3:17])[CH3:16])=[O:14])[CH:3]=1 |f:3.4|. Procedure: The product from step (b) (0.7 g) and 1,1′-carbonyldiimidazole (0.62 g) were dissolved in N,N-dimethylformamide (10 ml) and stirred at room temperature for 1 hour. tert-Butyl 4-(2-aminoethyl)-1-piperazinecarboxylate (2.73 g) was added, the solution stirred for 16 hours and then evaporated to leave a gum. Dichloromethane and sodium bicarbonate solution were added, the organic phase was separated, dried and concentrated to a gum which was purified by chromatography (ethyl acetate:triethylamine, 10... Reactants: CC(C)(C)C1CCC(=O)CC1, C1CCCCC1, [H][H]. Yields the product CC(C)(C)C1CCC(O)CC1. As a reaction SMILES: [C:1]([CH3:2])([CH3:3])([CH3:4])[CH:5]1[CH2:6][CH2:7][C:8](=[O:11])[CH2:9][CH2:10]1.[CH2:14]1[CH2:15][CH2:16][CH2:17][CH2:18][CH2:19]1.[H:12][H:13]>>[C:1]([CH3:2])([CH3:3])([CH3:4])[CH:5]1[CH2:6][CH2:7][CH:8]([OH:11])[CH2:9][CH2:10]1. Starting materials: Cl (hydrochloric acid), FC1=C(C=CC(=C1)C(C)C=1N=C(SC1C(=O)OCC)NC)C1=CC=CC=C1 (ethyl 4-(1-(2-fluoro-4-biphenylyl)-ethyl)-2-methylamino-5-thiazolecarboxylate), CI (methyl iodide), aqueous solution, [OH-].[Na+] (sodium hydroxide). The reagents and catalysts are S(=O)(=O)(O)[O-].C(CCC)[N+](CCCC)(CCCC)CCCC (tetra-n-butylammonium hydrogen sulfate). The solvent is O (water), C1=CC=CC=C1 (benzene). Conditions: time 5.5 hour. Product: FC1=C(C=CC(=C1)C(C)C=1N=C(SC1C(=O)OCC)N(C)C)C1=CC=CC=C1 (ethyl 4-(1-(2-fluoro-4-biphenylyl)ethyl)-2-dimethylamino-5-thiazolecarboxylate). Yield: 100.0%. As a reaction SMILES: [F:1][C:2]1[CH:7]=[C:6]([CH:8]([C:10]2[N:11]=[C:12]([NH:20][CH3:21])[S:13][C:14]=2[C:15]([O:17][CH2:18][CH3:19])=[O:16])[CH3:9])[CH:5]=[CH:4][C:3]=1[C:22]1[CH:27]=[CH:26][CH:25]=[CH:24][CH:23]=1.[CH3:28]I.[OH-].[Na+].Cl>C1C=CC=CC=1.S([O-])(O)(=O)=O.C([N+](CCCC)(CCCC)CCCC)CCC.O>[F:1][C:2]1[CH:7]=[C:6]([CH:8]([C:10]2[N:11]=[C:12]([N:20]([CH3:28])[CH3:21])[S:13][C:14]=2[C:15]([O:17][CH2:18][CH3:19])=[O:16])[CH3:9])[CH:5]=[CH:4][C:3]=1[C:22]1[CH:23]=[CH:24][CH:25]=[CH:26][CH:27]=1 |f:2.3,6.7|. Procedure: To a solution of ethyl 4-(1-(2-fluoro-4-biphenylyl)-ethyl)-2-methylamino-5-thiazolecarboxylate (3.55 g, 9.23 mmoles) and methyl iodide (2.81 g, 18.8 mmoles) in benzene (70 ml) were added 50% aqueous solution of sodium hydroxide (35 ml) and tetra-n-butylammonium hydrogen sulfate (3.13 g, 9.22 mmoles) and the resulting mixture was stirred at room temperature for 5.5 hours. The reaction mixture was diluted with water, acidified to pH 6 with 1M hydrochloric acid and extracted with ethyl acetate. The...